From a dataset of the Open Reaction Database (ORD), a public repository of structured organic reaction records. describe an organic reaction: reactants, conditions, products, and yield The reactants are solution, Cl (hydrochloric acid), COC1=C(C=C(C=C1)OC)C(C#N)O ((2, 5 dimethoxyphenyl)-hydroxy acetonitrile), B (borane). The solvent is C1CCOC1 (THF), C1CCOC1 (THF). Yields the product NCC(O)C1=C(C=CC(=C1)OC)OC ((±)-2-Amino-1-(2, 5 dimethoxyphenyl) ethanol). The yield is 51.7%. RXN SMILES: [CH3:1][O:2][C:3]1[CH:8]=[CH:7][C:6]([O:9][CH3:10])=[CH:5][C:4]=1[CH:11]([OH:14])[C:12]#[N:13].B.Cl>C1COCC1>[NH2:13][CH2:12][CH:11]([C:4]1[CH:5]=[C:6]([O:9][CH3:10])[CH:7]=[CH:8][C:3]=1[O:2][CH3:1])[OH:14]. Reported procedure: A solution of 2.84 g (14.7 mmol) of (2, 5 dimethoxyphenyl)-hydroxy acetonitrile in 10 ml of dry THF was stirred and cooled using ice bath as a 1 M solution of borane in THF (90 mL) was added dropwise. After the addition was complete, the mixture was heated at reflux for 20 h. It was cooled and treated with 40 mL of 6N hydrochloric acid and washed with ethyl acetate. The aqueous layer was neutralized with 1N sodium hydroxide and extracted with ethyl acetate and concentrated to afford the desired ...